The task is: describe an organic reaction: reactants, conditions, products, and yield. This data is from the Open Reaction Database (ORD), a public repository of structured organic reaction records. Reactants: COC(=O)c1ccc(F)c(Oc2ccnc(Cl)c2)c1, Cl, [Li+], C1CCOC1, [OH-], O. Yields the product O=C(O)c1ccc(F)c(Oc2ccnc(Cl)c2)c1. RXN SMILES: [CH3:1][O:2][C:3]([c:4]1[cH:5][c:6]([O:11][c:12]2[cH:13][c:14]([Cl:18])[n:15][cH:16][cH:17]2)[c:7]([F:10])[cH:8][cH:9]1)=[O:19].[ClH:23].[Li+:20].[O:24]1[CH2:25][CH2:26][CH2:27][CH2:28]1.[OH-:21].[OH2:22]>>[O:2]=[C:3]([c:4]1[cH:5][c:6]([O:11][c:12]2[cH:13][c:14]([Cl:18])[n:15][cH:16][cH:17]2)[c:7]([F:10])[cH:8][cH:9]1)[OH:19]. Reactants: COC1=C(C=C(C=C1)C(F)(F)F)C1=NN(C2=NC(=NC=C21)N)C (3-(2-Methoxy-5-trifluoromethyl-phenyl)-1-methyl-1H-pyrazolo[3,4-d]pyrimidin-6-ylamine), ClN1C(N(C(N(C1=O)Cl)=O)Cl)=O (trichloroisocyanuric acid). Solvent: S(O)(O)(=O)=O (sulfuric acid). Run at time 3 day. Yields the product ClC=1C(=C(C=C(C1)C(F)(F)F)C1=NN(C2=NC(=NC=C21)N)C)OC (3-(3-Chloro-2-methoxy-5-trifluoromethyl-phenyl)-1-methyl-1H-pyrazolo[3,4-d]pyrimidin-6-ylamine), sulfate salt. As a reaction SMILES: [CH3:1][O:2][C:3]1[CH:8]=[CH:7][C:6]([C:9]([F:12])([F:11])[F:10])=[CH:5][C:4]=1[C:13]1[C:21]2[C:16](=[N:17][C:18]([NH2:22])=[N:19][CH:20]=2)[N:15]([CH3:23])[N:14]=1.[Cl:24]N1C(=O)N(Cl)C(=O)N(Cl)C1=O>S(=O)(=O)(O)O>[Cl:24][C:8]1[C:3]([O:2][CH3:1])=[C:4]([C:13]2[C:21]3[C:16](=[N:17][C:18]([NH2:22])=[N:19][CH:20]=3)[N:15]([CH3:23])[N:14]=2)[CH:5]=[C:6]([C:9]([F:11])([F:12])[F:10])[CH:7]=1. Procedure details: 3-(2-Methoxy-5-trifluoromethyl-phenyl)-1-methyl-1H-pyrazolo[3,4-d]pyrimidin-6-ylamine (Example 88) (526 mg, 1.62 mmol) is dissolved in concentrated sulfuric acid (98%, 15 ml) and trichloroisocyanuric acid (126 mg, 0.54 mmol) is added. The reaction mixture is stirred at room temperature for 3 days, poured onto ice water (100 ml) and stirred for 30 minutes. The resulting precipitate is collected by filtration and dried under vacuum to afford the title compound as the sulfate salt.